This data is from the Open Reaction Database (ORD), a public repository of structured organic reaction records. The task is: describe an organic reaction: reactants, conditions, products, and yield Starting materials: NC1=C(C=C(C(=C1)Cl)Cl)NC(=O)NC1CCCC1 (1-(2-amino-4,5-dichlorophenyl)-3-cyclopentylurea), C(C)(C)(C)C=1C=C(C(=O)O)C=C(C1O)C(C)(C)C (3,5-di-t-butyl-4-hydroxybenzoic acid), C1(CCCCC1)N=C=NC1CCCCC1 (dicyclohexylcarbodiimide). Solvent: ClCCl (dichloromethane). Yields the product ClC1=CC(=C(C=C1Cl)NC(C1=CC(=C(C(=C1)C(C)(C)C)O)C(C)(C)C)=O)NC(=O)NCCCCCCC (N-[4,5-dichloro-2-(3-heptylureido)phenyl]-3,5-di-t-butyl-4-hydroxybenzamide). The yield is 161.5%. RXN SMILES: [NH2:1][C:2]1[CH:7]=[C:6]([Cl:8])[C:5]([Cl:9])=[CH:4][C:3]=1[NH:10][C:11]([NH:13][CH:14]1[CH2:18][CH2:17][CH2:16][CH2:15]1)=[O:12].[C:19]([C:23]1[CH:24]=[C:25]([CH:29]=[C:30]([C:33]([CH3:36])([CH3:35])[CH3:34])[C:31]=1[OH:32])[C:26]([OH:28])=O)([CH3:22])([CH3:21])[CH3:20].[CH:37]1(N=C=NC2CCCCC2)CCCC[CH2:38]1>ClCCl>[Cl:9][C:5]1[C:6]([Cl:8])=[CH:7][C:2]([NH:1][C:26](=[O:28])[C:25]2[CH:24]=[C:23]([C:19]([CH3:20])([CH3:21])[CH3:22])[C:31]([OH:32])=[C:30]([C:33]([CH3:34])([CH3:36])[CH3:35])[CH:29]=2)=[C:3]([NH:10][C:11]([NH:13][CH2:14][CH2:18][CH2:17][CH2:16][CH2:15][CH2:37][CH3:38])=[O:12])[CH:4]=1. Reported procedure: 1-(2-amino-4,5-dichlorophenyl)-3-cyclopentylurea (0.48 g), 3,5-di-t-butyl-4-hydroxybenzoic acid (0.38 g) and dicyclohexylcarbodiimide (0.37 g) were stirred in dichloromethane (35 ml) at room temperature for 3 hrs. After filtering off the insolubles and distilling off the solvent, the residue was purified by a silica gel column chromatography (chloroform:ethyl acetate=20:1) to give N-[4,5-dichloro-2-(3-heptylureido)phenyl]-3,5-di-t-butyl-4-hydroxybenzamide (1.35 g, 68%) as crystals.